From a dataset of the Open Reaction Database (ORD), a public repository of structured organic reaction records. describe an organic reaction: reactants, conditions, products, and yield Reactants: O=S1(CC(CC1)CO)=O ((1,1-dioxo-tetrahydro-1lambda*6*-thiophen-3-yl)-methanol), C1(=CC=C(C=C1)S(=O)(=O)Cl)C (4-toluenesulfonyl chloride), N1=CC=CC=C1 (pyridine). The solvent is C(Cl)(Cl)Cl (chloroform), Cl (HCl). Conditions: temperature 60 celsius, time 8 hour. Product: O=S1(CC(CC1)COS(=O)(=O)C1=CC=C(C=C1)C)=O (toluene-4-sulfonic acid 1,1-dioxo-tetrahydro-1lambda*6*-thiophen-3-ylmethyl ester). Isolated yield 55.1%. As a reaction SMILES: [O:1]=[S:2]1(=[O:9])[CH2:6][CH2:5][CH:4]([CH2:7][OH:8])[CH2:3]1.[C:10]1([CH3:20])[CH:15]=[CH:14][C:13]([S:16](Cl)(=[O:18])=[O:17])=[CH:12][CH:11]=1.N1C=CC=CC=1>C(Cl)(Cl)Cl.Cl>[O:1]=[S:2]1(=[O:9])[CH2:6][CH2:5][CH:4]([CH2:7][O:8][S:16]([C:13]2[CH:14]=[CH:15][C:10]([CH3:20])=[CH:11][CH:12]=2)(=[O:18])=[O:17])[CH2:3]1. Reported procedure: A mixture of (1,1-dioxo-tetrahydro-1lambda*6*-thiophen-3-yl)-methanol (3.59 g), 4-toluenesulfonyl chloride (9.11 g) and pyridine 5.8 mL) in chloroform (50 mL) was heated to 60° C. and stirred overnight. The reaction mixture was cooled and diluted with 100 mL 1N HCl and extracted with methylene chloride. The combined organic extracts were washed with brine, dried (MgSO4), filtered and concentrated under reduced pressure. The residue was purified by flash chromatography (60% EtOAc in hexanes) to g... The reactants are [OH-].[Na+] (NaOH), [Na] (sodium), FC1=CC=C(C(=O)C2=C(C(=C(C=C2)O)Cl)Cl)C=C1 (4(4-fluorobenzoyl)-2,3-dichlorophenol), product, BrCC(=O)OCC (ethyl bromoacetate). The solvent is C(C)O (ethanol), C(C)O (ethanol). Yields the product FC1=CC=C(C(=O)C2=C(C(=C(OCC(=O)O)C=C2)Cl)Cl)C=C1 (4(4-Fluorobenzoyl)-2,3-dichlorophenoxy acetic acid). RXN SMILES: [Na].[F:2][C:3]1[CH:19]=[CH:18][C:6]([C:7]([C:9]2[CH:14]=[CH:13][C:12]([OH:15])=[C:11]([Cl:16])[C:10]=2[Cl:17])=[O:8])=[CH:5][CH:4]=1.Br[CH2:21][C:22]([O:24]CC)=[O:23].[OH-].[Na+]>C(O)C>[F:2][C:3]1[CH:19]=[CH:18][C:6]([C:7]([C:9]2[CH:14]=[CH:13][C:12]([O:15][CH2:21][C:22]([OH:24])=[O:23])=[C:11]([Cl:16])[C:10]=2[Cl:17])=[O:8])=[CH:5][CH:4]=1 |f:3.4,^1:0|. Procedure details: Into a solution of 1.4 g. (0.06 g. atom) of sodium in 200 ml. of absolute alcohol, 16.0 g. (0.056 mole) of 4(4-fluorobenzoyl)-2,3-dichlorophenol was added and the mixture was stirred for thirty minutes at room temperature. The excess of alcohol was vacuum removed and the residue was washed with ether to obtain the sodium salt. The sodium salt of 4(4-fluorobenzoyl)-2,3-dichlorophenol was dissolved in 200 ml. of ethanol and 10.5 g. (0.06 mole) of ethyl bromoacetate was added and the reaction mixtu... The reactants are C1=CN(C=N1)C(=O)N2C=CN=C2 (CDI), TEA, ONC(C1=CC=C(C=C1)C1=NC2=CC=C(C=C2C=C1)O)=N (N-hydroxy-4-(6-hydroxyquinolin-2-yl)benzimidamide). The solvent is C1CCOC1 (THF). Conditions: temperature 65 celsius, time 2 hour. Product: OC=1C=C2C=CC(=NC2=CC1)C1=CC=C(C=C1)C=1NOC(N1)=O (3-(4-(6-hydroxyquinolin-2-yl)phenyl)-1,2,4-oxadiazol-5(2H)-one). Isolated yield 36.1%. RXN SMILES: [OH:1][NH:2][C:3](=[NH:21])[C:4]1[CH:9]=[CH:8][C:7]([C:10]2[CH:19]=[CH:18][C:17]3[C:12](=[CH:13][CH:14]=[C:15]([OH:20])[CH:16]=3)[N:11]=2)=[CH:6][CH:5]=1.C1N=CN([C:27](N2C=NC=C2)=[O:28])C=1>C1COCC1>[OH:20][C:15]1[CH:16]=[C:17]2[C:12](=[CH:13][CH:14]=1)[N:11]=[C:10]([C:7]1[CH:6]=[CH:5][C:4]([C:3]3[NH:2][O:1][C:27](=[O:28])[N:21]=3)=[CH:9][CH:8]=1)[CH:19]=[CH:18]2. Reported procedure: N-hydroxy-4-(6-hydroxyquinolin-2-yl)benzimidamide (800 mg, 2.86 mmol) was dissolved in 25 mL of THF and CDI (557 mg, 3.44 mmol) and TEA (0.2 mL) was added. The mixture was stirred at 65° C. for 2 hours, followed by concentration in vacuo. The crude material was dissolved in 10 mL 1N NaOH and filtered through celite. The mixture was then acidified with 1N HCl to a pH of 4.5 and the solids were filtered and dried. The solids were slurried in 10 mL of EtOAc overnight at 50° C. followed by filtratio... The reactants are ClC=1N(N=C2C=C(C=CC12)C1=C(C=CC=C1)OC)C1=CC=C(C=C1)C(F)(F)F (3-chloro-6-(2-methoxyphenyl)-2-(4-trifluoromethylphenyl)-2H-indazole), [OH-].[K+] (KOH). The solvent is CO (MeOH). Reaction conditions: temperature 160 celsius. Product: COC1=C(C=CC=C1)C1=CC=C2C(N(NC2=C1)C1=CC=C(C=C1)C(F)(F)F)=O (1,2-Dihydro-6-(2-methoxyphenyl)-2-(4-trifluoromethylphenyl)-3H-indazol-3-one). RXN SMILES: Cl[C:2]1[N:3]([C:19]2[CH:24]=[CH:23][C:22]([C:25]([F:28])([F:27])[F:26])=[CH:21][CH:20]=2)[N:4]=[C:5]2[C:10]=1[CH:9]=[CH:8][C:7]([C:11]1[CH:16]=[CH:15][CH:14]=[CH:13][C:12]=1[O:17][CH3:18])=[CH:6]2.[OH-:29].[K+]>CO>[CH3:18][O:17][C:12]1[CH:13]=[CH:14][CH:15]=[CH:16][C:11]=1[C:7]1[CH:6]=[C:5]2[C:10]([C:2](=[O:29])[N:3]([C:19]3[CH:24]=[CH:23][C:22]([C:25]([F:28])([F:27])[F:26])=[CH:21][CH:20]=3)[NH:4]2)=[CH:9][CH:8]=1 |f:1.2|. Procedure: The product of Step 1 (100 mg) was dissolved in 1N KOH in MeOH (2 mL) and heated at 160° C. for 2 min via microwave irradiation. The resulting yellow solution was concentrated, diluted with water and acidified with 2N HCl. The precipitate was collected and recrystallised from EtOH/H2O to give 21 mg of product as colourless needles. 1H NMR (500 MHz, DMSO): 3.81 (3H, s), 7.08 (1H, t, J 7.4 Hz), 7.18 (1H, d J 7.4 Hz), 7.31 (1H, dd, J 1.2 and 8.0 Hz), 7.38 (1H, dd, J 1.2 and 8.0 Hz), 7.39-7.42 (1H, ... Reactants: O=C([O-])[O-], CN(C)C=O, CSc1cc(O)ccc1Cl, O=C(NC1CCC(O)CC1)c1cc(F)cnc1Cl, [Cs+], [Cs+]. Yields the product CSc1cc(Oc2ncc(F)cc2C(=O)NC2CCC(O)CC2)ccc1Cl. As a reaction SMILES: [C:29](=[O:30])([O-:31])[O-:32].[CH3:35][N:36]([CH3:37])[CH:38]=[O:39].[Cl:19][c:20]1[c:21]([S:27][CH3:28])[cH:22][c:23]([OH:26])[cH:24][cH:25]1.[Cl:1][c:2]1[c:3]([C:4](=[O:5])[NH:6][CH:7]2[CH2:8][CH2:9][CH:10]([OH:13])[CH2:11][CH2:12]2)[cH:14][c:15]([F:18])[cH:16][n:17]1.[Cs+:33].[Cs+:34]>>[c:2]1([O:26][c:23]2[cH:22][c:21]([S:27][CH3:28])[c:20]([Cl:19])[cH:25][cH:24]2)[c:3]([C:4](=[O:5])[NH:6][CH:7]2[CH2:8][CH2:9][CH:10]([OH:13])[CH2:11][CH2:12]2)[cH:14][c:15]([F:18])[cH:16][n:17]1. The reactants are C(C=C)C1(C(C2=CC=C(C=C2CC1)OC)=O)CC (2-allyl-2-ethyl-6-methoxy-3,4-dihydro-1(2H)-naphthalenone), C1(C=CC(C=C1)=O)=O (benzoquinone), O (water), Cl(=O)(=O)(=O)O (perchloric acid). Reagents/catalysts: C(C)(=O)[O-].[Pd+2].C(C)(=O)[O-] (palladium(II) acetate). Solvent: C(C)#N (acetonitrile). Conditions: time 8 hour. The product is C(C)C1(C(C2=CC=C(C=C2CC1)OC)=O)CC(C)=O (2-ethyl-6-methoxy-2-(2-oxopropyl)-3,4-dihydro-1(2H)-naphthalenone). Reaction SMILES: [CH2:1]([C:4]1([CH2:17][CH3:18])[CH2:13][CH2:12][C:11]2[C:6](=[CH:7][CH:8]=[C:9]([O:14][CH3:15])[CH:10]=2)[C:5]1=[O:16])[CH:2]=[CH2:3].C1(=O)C=CC(=[O:25])C=C1.O.Cl(O)(=O)(=O)=O>C(#N)C.C([O-])(=O)C.[Pd+2].C([O-])(=O)C>[CH2:17]([C:4]1([CH2:1][C:2](=[O:25])[CH3:3])[CH2:13][CH2:12][C:11]2[C:6](=[CH:7][CH:8]=[C:9]([O:14][CH3:15])[CH:10]=2)[C:5]1=[O:16])[CH3:18] |f:5.6.7|. Procedure details: A solution of 2-allyl-2-ethyl-6-methoxy-3,4-dihydro-1(2H)-naphthalenone (931 mg, 3.82 mmol) in acetonitrile (11 mL) was treated with benzoquinone (619 mg, 5.73 mmol), palladium(II) acetate (172 mg, 0.76 mmol), water (0.56 mL, 31 mmol), and perchloric acid (70%, 0.15 mL, 1.74 mmol). The resulting mixture was stirred overnight at room temperature, then filtered through a small plug of silica gel. The filtrate was diluted with CH2Cl2, washed with water, and the aqueous phase was back-extracted with...